From a dataset of the Open Reaction Database (ORD), a public repository of structured organic reaction records. describe an organic reaction: reactants, conditions, products, and yield Reaction SMILES: [CH3:1][CH:2]([CH2:4][CH2:5][CH2:6][C@H:7]([C@@H:9]1[C@:26]2([CH3:27])[C@H:12]([C@H:13]3[C@H:23]([CH2:24][CH2:25]2)[C@:21]2([CH3:22])[C:16](=[CH:17][C:18](=[O:28])[CH:19]=[CH:20]2)[CH:15]=[CH:14]3)[CH2:11][CH2:10]1)[CH3:8])[CH3:3].C(OC(C)=C)(=O)C>C(OCCCC)(=O)C>[CH3:3][CH:2]([CH2:4][CH2:5][CH2:6][C@H:7]([C@@H:9]1[C@:26]2([CH3:27])[C@H:12]([C:13]3[C@H:23]([CH2:24][CH2:25]2)[C@:21]2([CH3:22])[C:16]([CH2:17][CH:18]([OH:28])[CH:19]=[CH:20]2)=[CH:15][CH:14]=3)[CH2:11][CH2:10]1)[CH3:8])[CH3:1]. Procedure details: To a mixture of 38 g (0.1 mol) of cholesta-1,4,6-trien-3-one (I) and 34 g (0.2 mol) of paratoluenesulfonic acid were added 200 ml of butyl acetate and further 200 g (2 mol) of isopropenyl acetate, and the resulting mixture was heated under reflux for 5 hours. After completion of the reaction, the same treatment as in Example 1 was carried out to yield 25.2 g of cholesta-1,5,7-trien-3-ol (IV). The yield was 66%. The solvent is C(C)(=O)OCCCC (butyl acetate). Yields the product CC(C)CCC[C@@H](C)[C@H]1CC[C@H]2C3=CC=C4CC(C=C[C@]4(C)[C@H]3CC[C@]12C)O (cholesta-1,5,7-trien-3-ol). The reactants are C(C)(=O)OC(=C)C (isopropenyl acetate), CC(C)CCC[C@@H](C)[C@H]1CC[C@H]2[C@@H]3C=CC4=CC(C=C[C@]4(C)[C@H]3CC[C@]12C)=O (cholesta-1,4,6-trien-3-one), paratoluenesulfonic acid. Isolated yield 65.9%.